Dataset: the Open Reaction Database (ORD), a public repository of structured organic reaction records. Task: describe an organic reaction: reactants, conditions, products, and yield Reactants: NC1=NNC=2C(N(CCC21)C2=CC=CC=C2)=O (3-amino-5,6-dihydro-6-phenyl-1H-pyrazolo[3,4-c]pyridin-7(4H)-one), C([O-])([O-])=O.[K+].[K+] (potassium carbonate), ClCCC(=O)N1CCN(CC1)C1=C(C=C(C=C1)C)C (3-chloro-1-{4-(2,4-dimethylphenyl)piperazin-1-yl}propan-1-one). Product: NC1=NN(C=2C(N(CCC21)C2=CC=CC=C2)=O)C(CCN2CCN(CC2)C2=C(C=C(C=C2)C)C)=O (3-amino-1-[{4-(2,4-dimethylphenyl)piperazin-1-yl}propanoyl]-6-N-phenyl-4,5,6,7-tetrahydro-pyrazolo[3,4-c]pyridin-7-one). RXN SMILES: [NH2:1][C:2]1[C:10]2[CH2:9][CH2:8][N:7]([C:11]3[CH:16]=[CH:15][CH:14]=[CH:13][CH:12]=3)[C:6](=[O:17])[C:5]=2[NH:4][N:3]=1.[C:18](=[O:21])([O-])[O-].[K+].[K+].ClC[CH2:26][C:27]([N:29]1[CH2:34][CH2:33][N:32]([C:35]2[CH:40]=[CH:39][C:38]([CH3:41])=[CH:37][C:36]=2[CH3:42])[CH2:31][CH2:30]1)=O>>[NH2:1][C:2]1[C:10]2[CH2:9][CH2:8][N:7]([C:11]3[CH:16]=[CH:15][CH:14]=[CH:13][CH:12]=3)[C:6](=[O:17])[C:5]=2[N:4]([C:18](=[O:21])[CH2:26][CH2:27][N:29]2[CH2:34][CH2:33][N:32]([C:35]3[CH:40]=[CH:39][C:38]([CH3:41])=[CH:37][C:36]=3[CH3:42])[CH2:31][CH2:30]2)[N:3]=1 |f:1.2.3|. Procedure details: A target compound (152 mg, 0.321 mmol, 61.2%) was yielded in the same manner as Example 1 by reacting 3-amino-5,6-dihydro-6-phenyl-1H-pyrazolo[3,4-c]pyridin-7(4H)-one (120 mg, 0.525 mmol) with potassium carbonate (108.7 mg, 0.787 mmol) and 3-chloro-1-{4-(2,4-dimethylphenyl)piperazin-1-yl}propan-1-one (162 mg, 0.577 mmol). Reaction SMILES: [Br:1][C:2]1[CH:7]=[CH:6][N:5]=[C:4]([CH:8]2[CH2:12][CH2:11][C@:10]3([CH2:16][CH2:15][N:14]([CH3:17])[C:13]3=[O:18])[NH:9]2)[C:3]=1[CH3:19].C(=O)(OC(C)(C)C)[O:21][C:22]([O:24][C:25]([CH3:28])([CH3:27])[CH3:26])=O>C(Cl)Cl>[Br:1][C:2]1[CH:7]=[CH:6][N:5]=[C:4]([C@H:8]2[CH2:12][CH2:11][C@:10]3([CH2:16][CH2:15][N:14]([CH3:17])[C:13]3=[O:18])[N:9]2[C:22]([O:24][C:25]([CH3:28])([CH3:27])[CH3:26])=[O:21])[C:3]=1[CH3:19]. Starting materials: BrC1=C(C(=NC=C1)C1N[C@@]2(CC1)C(N(CC2)C)=O)C ((5R)-2-(4-bromo-3-methyl-2-pyridyl)-7-methyl-1,7-diazaspiro[4.4]nonan-6-one), C(OC(=O)OC(C)(C)C)(OC(C)(C)C)=O (tert-butoxycarbonyl tert-butyl carbonate). The yield is 62.4%. The product is BrC1=C(C(=NC=C1)[C@@H]1N([C@@]2(CC1)C(N(CC2)C)=O)C(=O)OC(C)(C)C)C (tert-butyl (2R,5R)-2-(4-bromo-3-methyl-2-pyridyl)-7-methyl-6-oxo-1,7-diazaspiro[4.4]nonane-1-carboxylate). Procedure details: To a solution of (5R)-2-(4-bromo-3-methyl-2-pyridyl)-7-methyl-1,7-diazaspiro[4.4]nonan-6-one (which may be prepared as described in Description 10) (554.4 mg, 0.8500 mmol) in DCM (2 mL) was added and tert-butoxycarbonyl tert-butyl carbonate (373.2 mg, 1.71 mmol) the reaction was then stirred at room temperature for 3 days. The reaction was concentrated in vacuo and the residue was purified by silica gel chromatography, eluting with EtOAc in isohexane from 0% to 100%. A slower running material wa... Run in C(Cl)Cl (DCM). Reactants: compound 2, IR15, CN(C1=CC=C(C=C1)S(=O)(=O)N1C=C(C=C1)/C=C/C(=O)NOC1OCCCC1)C ((E)-3-[1-(4-dimethylamino-benzene sulfonyl)-1H-pyrrol-3-yl]-N-(tetrahydro-pyran-2-yloxy)-acrylamide), CN(C1=CC=C(C=C1)S(=O)(=O)N1C=C(C=C1)/C=C/C(=O)NOC1OCCCC1)C ((E)-3-[1-(4-dimethylamino-benzene sulfonyl)-1H-pyrrol-3-yl]-N-(tetrahydro-pyran-2-yloxy)-acrylamide). Run in CO.O (methanol water). Yields the product CN(C1=CC=C(C=C1)S(=O)(=O)N1C=C(C=C1)/C=C/C(=O)NO)C ((E)-3-[1-(4-Dimethylamino-benzenesulfonyl)-1H-pyrrol-3-yl]-N-hydroxy-acrylamide). RXN SMILES: [CH3:1][N:2]([CH3:29])[C:3]1[CH:8]=[CH:7][C:6]([S:9]([N:12]2[CH:16]=[CH:15][C:14](/[CH:17]=[CH:18]/[C:19]([NH:21][O:22]C3CCCCO3)=[O:20])=[CH:13]2)(=[O:11])=[O:10])=[CH:5][CH:4]=1>CO.O>[CH3:29][N:2]([CH3:1])[C:3]1[CH:4]=[CH:5][C:6]([S:9]([N:12]2[CH:16]=[CH:15][C:14](/[CH:17]=[CH:18]/[C:19]([NH:21][OH:22])=[O:20])=[CH:13]2)(=[O:10])=[O:11])=[CH:7][CH:8]=1 |f:1.2|. Procedure: The method used for preparation of this compound is analogous to the method described for compound 2. Starting materials: (E)-3-[1-(4-dimethylamino-benzene sulfonyl)-1H-pyrrol-3-yl]-N-(tetrahydro-pyran-2-yloxy)-acrylamide (compound A4) (0200 g), methanol/water 3/2 (50 ml), amberlyst IR15 (0.402 g). The reactants are CC=1NC2=CC=C(C=C2C1C1=CC=CC=C1)OC1=CC=C(OC2CN3CCC2CC3)C=C1 (3-[4-(2-methyl-3-phenyl-1H-indol-5-yloxy)-phenoxy]-1-aza-bicyclo[2.2.2]octane), Cl (HCl). The solvent is CCOC(=O)C (EtOAc). Yields the product Cl.CC=1NC2=CC=C(C=C2C1C1=CC=CC=C1)OC1=CC=C(OC2CN3CCC2CC3)C=C1 (3-[4-(2-methyl-3-phenyl-1H-indol-5-yloxy)-phenoxy]-1-aza-bicyclo[2.2.2]octane hydrochloride). The yield is 38.7%. As a reaction SMILES: [CH3:1][C:2]1[NH:3][C:4]2[C:9]([C:10]=1[C:11]1[CH:16]=[CH:15][CH:14]=[CH:13][CH:12]=1)=[CH:8][C:7]([O:17][C:18]1[CH:32]=[CH:31][C:21]([O:22][CH:23]3[CH:28]4[CH2:29][CH2:30][N:25]([CH2:26][CH2:27]4)[CH2:24]3)=[CH:20][CH:19]=1)=[CH:6][CH:5]=2.[ClH:33]>CCOC(C)=O>[ClH:33].[CH3:1][C:2]1[NH:3][C:4]2[C:9]([C:10]=1[C:11]1[CH:12]=[CH:13][CH:14]=[CH:15][CH:16]=1)=[CH:8][C:7]([O:17][C:18]1[CH:32]=[CH:31][C:21]([O:22][CH:23]3[CH:28]4[CH2:29][CH2:30][N:25]([CH2:26][CH2:27]4)[CH2:24]3)=[CH:20][CH:19]=1)=[CH:6][CH:5]=2 |f:3.4|. Procedure details: The product of Example 40A (60 mg, 0.14 mmol) was treated with HCl (Aldrich, 4 M in dioxane, 0.25 mL, 1.0 mmol) in EtOAc (5 mL) at ambient temperature for 1 hour to give the title compound as solid (25.0 mg, yield, 39%). 1H NMR (MeOH-d4, 300 MHz) δ 1.78–2.04 (m, 2H), 2.03–2.21 (m, 1H), 2.28–2.37 (m, 1H), 2.37 (s, 3H), 2.45–2.56 (m, 1H), 3.33–3.47 (m, 5H), 3.68–3.86 (m, 1H), 4.73–4.83 (m, 1H), 6.81 (dd, J=8.8, 2.4 Hz, 1H), 6.88–6.98 (m, 4H), 7.09 J=2.4 Hz, 1 H,) 7.25–7.38 (m, 2H), 7.42–7.52 (m, 2... The reactants are NC1=CC=C(CN2C(C=3N(C4=CC=CC=C24)C=NC3C3=NOC(=N3)C3CC3)=O)C=C1 (5-(4-aminobenzyl)-3-(5-cyclopropyl-1,2,4-oxadiazol-3-yl)-4,5-dihydro-4-oxo-imidazo[1,5-a]quinoxaline), N(=O)[O-].[Na+] (sodium nitrite), O (water), [N-]=[N+]=[N-].[Na+] (sodium azide). Run in FC(C(=O)O)(F)F (trifluoroacetic acid). Reaction conditions: time 1 hour. Product: N(=[N+]=[N-])C1=CC=C(CN2C(C=3N(C4=CC=CC=C24)C=NC3C3=NOC(=N3)C3CC3)=O)C=C1 (5-(4-azidobenzyl)-3-(5-cyclopropyl-1,2,4-oxadiazol-3-yl)-4,5-dihydro-4-oxo-imidazo[1,5-a]quinoxaline). As a reaction SMILES: [NH2:1][C:2]1[CH:30]=[CH:29][C:5]([CH2:6][N:7]2[C:16]3[C:11](=[CH:12][CH:13]=[CH:14][CH:15]=3)[N:10]3[CH:17]=[N:18][C:19]([C:20]4[N:24]=[C:23]([CH:25]5[CH2:27][CH2:26]5)[O:22][N:21]=4)=[C:9]3[C:8]2=[O:28])=[CH:4][CH:3]=1.N([O-])=O.[Na+].[N-:35]=[N+:36]=[N-].[Na+].O>FC(F)(F)C(O)=O>[N:1]([C:2]1[CH:30]=[CH:29][C:5]([CH2:6][N:7]2[C:16]3[C:11](=[CH:12][CH:13]=[CH:14][CH:15]=3)[N:10]3[CH:17]=[N:18][C:19]([C:20]4[N:24]=[C:23]([CH:25]5[CH2:27][CH2:26]5)[O:22][N:21]=4)=[C:9]3[C:8]2=[O:28])=[CH:4][CH:3]=1)=[N+:35]=[N-:36] |f:1.2,3.4|. Reported procedure: To a stirred solution of 5-(4-aminobenzyl)-3-(5-cyclopropyl-1,2,4-oxadiazol-3-yl)-4,5-dihydro-4-oxo-imidazo[1,5-a]quinoxaline (0.1 g, 0.25 mmol) in trifluoroacetic acid (3 ml) at 0° C. was added sodium nitrite (0.1 g, 1.4 mmol). After 5 min. sodium azide (0.16 g, 2.5 mmol) was added. Stirring was continued for 1 h. Then water (20 ml) was added, and the mixture was extracted twice with dichloromethane (20 ml). The combined extracts were dried over sodium sulphate and evaporated to give the title ... The reactants are C1(=CC=CC=C1)[Mg]Br (phenylmagnesium bromide), COC=1C=C(C=CC1OC)C1C[N+](=C2CCCCC12)[O-] (3,3a,4,5,6,7-hexahydro-3-(3,4-dimethoxyphenyl)-2H-indole-1-oxide). Solvent: CCOCC (ether), C1CCOC1 (THF), O1CCCC1 (tetrahydrofuran). Run at temperature 35 celsius. The product is COC=1C=C(C=CC1OC)C1CN(C2(CCCCC12)C1=CC=CC=C1)O (3-(3,4-dimethoxyphenyl)hexahydro-1-hydroxy-7a-phenylindoline). Yield: 23.6%. As a reaction SMILES: [C:1]1([Mg]Br)[CH:6]=[CH:5][CH:4]=[CH:3][CH:2]=1.[CH3:9][O:10][C:11]1[CH:12]=[C:13]([CH:19]2[CH:27]3[C:22]([CH2:23][CH2:24][CH2:25][CH2:26]3)=[N+:21]([O-:28])[CH2:20]2)[CH:14]=[CH:15][C:16]=1[O:17][CH3:18]>CCOCC.O1CCCC1>[CH3:9][O:10][C:11]1[CH:12]=[C:13]([CH:19]2[CH:27]3[C:22]([C:1]4[CH:6]=[CH:5][CH:4]=[CH:3][CH:2]=4)([CH2:23][CH2:24][CH2:25][CH2:26]3)[N:21]([OH:28])[CH2:20]2)[CH:14]=[CH:15][C:16]=1[O:17][CH3:18]. Procedure: A volume of 75 ml of 3 M phenylmagnesium bromide in ether was added over a period of five minutes to a warm (35° C) stirred solution of 41.25 g (0.015 mole) of 3,3a,4,5,6,7-hexahydro-3-(3,4-dimethoxyphenyl)-2H-indole-1-oxide in 500 ml of tetrahydrofuran. After stirring for 2 hours at room temperature, most of the THF was distilled off at atmospheric pressure. Ice water (1 liter) was added and the paste-like solid was filtered. The damp filter cake was added to 500 ml of 1N HCl. The taffy-like ma... Starting materials: BrCc1ccccc1, Oc1ccc(Br)cc1F, CCOC(C)=O, [K+], [K+], O=C([O-])[O-], CN(C)C=O. Yields the product Fc1cc(Br)ccc1OCc1ccccc1. Reaction SMILES: [Br:10][CH2:11][c:12]1[cH:13][cH:14][cH:15][cH:16][cH:17]1.[Br:1][c:2]1[cH:3][c:4]([F:9])[c:5]([OH:8])[cH:6][cH:7]1.[CH3:29][CH2:30][O:31][C:32](=[O:33])[CH3:34].[K+:18].[K+:19].[O-:20][C:21]([O-:22])=[O:23].[O:24]=[CH:25][N:26]([CH3:27])[CH3:28]>>[Br:1][c:2]1[cH:3][c:4]([F:9])[c:5]([O:8][CH2:11][c:12]2[cH:13][cH:14][cH:15][cH:16][cH:17]2)[cH:6][cH:7]1. As a reaction SMILES: [CH2:1]([NH:7][C:8]1[CH:40]=[CH:39][C:11]([O:12][C:13]2[CH:14]=[CH:15][C:16]3[N:20]=[C:19]([CH2:21][O:22][C:23]4[CH:36]=[CH:35][C:26]([CH2:27][CH:28]5[S:32][C:31](=[O:33])[NH:30][C:29]5=[O:34])=[CH:25][CH:24]=4)[N:18]([CH3:37])[C:17]=3[CH:38]=2)=[CH:10][CH:9]=1)[CH2:2][CH2:3][CH2:4][CH2:5][CH3:6].[F:41][C:42]1[CH:47]=[CH:46][C:45]([N:48]=[C:49]=[O:50])=[CH:44][CH:43]=1>O1CCCC1>[O:33]=[C:31]1[NH:30][C:29](=[O:34])[CH:28]([CH2:27][C:26]2[CH:35]=[CH:36][C:23]([O:22][CH2:21][C:19]3[N:18]([CH3:37])[C:17]4[CH:38]=[C:13]([O:12][C:11]5[CH:39]=[CH:40][C:8]([N:7]([CH2:1][CH2:2][CH2:3][CH2:4][CH2:5][CH3:6])[C:49]([NH:48][C:45]6[CH:46]=[CH:47][C:42]([F:41])=[CH:43][CH:44]=6)=[O:50])=[CH:9][CH:10]=5)[CH:14]=[CH:15][C:16]=4[N:20]=3)=[CH:24][CH:25]=2)[S:32]1. Yields the product O=C1SC(C(N1)=O)CC1=CC=C(OCC2=NC3=C(N2C)C=C(C=C3)OC3=CC=C(C=C3)N(C(=O)NC3=CC=C(C=C3)F)CCCCCC)C=C1 (1-(4-[2-[4-(2,4-Dioxothiazolidin-5-ylmethyl)phenoxymethyl]-1-methyl-1H-benzimidazol-6-yloxy]phenyl)-1-n-hexyl-3-(4-fluorophenyl)urea). The solvent is O1CCCC1 (tetrahydrofuran). The reactants are C(CCCCC)NC1=CC=C(OC=2C=CC3=C(N(C(=N3)COC3=CC=C(CC4C(NC(S4)=O)=O)C=C3)C)C2)C=C1 (5-[4-[6-(4-n-hexylaminophenoxy)-1-methyl-1H-benzimidazol-2-ylmethoxy]benzyl]thiazolidine-2,4-dione), FC1=CC=C(C=C1)N=C=O (4-fluorophenyl isocyanate). Reported procedure: A mixture of 5-[4-[6-(4-n-hexylaminophenoxy)-1-methyl-1H-benzimidazol-2-ylmethoxy]benzyl]thiazolidine-2,4-dione (0.39 g), 4-fluorophenyl isocyanate (0.11 g) and anhydrous tetrahydrofuran (20 ml) was allowed to stand at room temperature for 2 days. The reaction mixture was concentrated and partitioned between ethyl acetate and water. The extract was dried over anhydrous sodium sulfate and then concentrated. The residue was chromatographed on a silica gel column using ethyl acetate:n-hexane=3:2 as... Run at time 2 day. The reactants are BrC=1C(=C(C(=O)OC)C(=CC1)N)N (methyl 3-bromo-2,6-diaminobenzoate), BrC=1C(=C(C(=O)OC)C(=CC1)N)N (methyl 3-bromo-2,6-diaminobenzoate), C(=O)C=1OC=CC1B1OC(C)(C)C(C)(C)O1 (2-formylfuran-3-boronic acid pinacol ester), F[B-](F)(F)F.C(C)(C)(C)[PH+](C(C)(C)C)C(C)(C)C (tri-tert-butylphosphonium tetrafluoroborate), C([O-])([O-])=O.[Cs+].[Cs+] (cesium carbonate). The reagents and catalysts are C=1C=CC(=CC1)/C=C/C(=O)/C=C/C2=CC=CC=C2.C=1C=CC(=CC1)/C=C/C(=O)/C=C/C2=CC=CC=C2.C=1C=CC(=CC1)/C=C/C(=O)/C=C/C2=CC=CC=C2.[Pd].[Pd] (tris-(dibenzylideneacetone)dipalladium). Solvent: O1CCOCC1 (dioxane), O (water). Reaction conditions: temperature 60 celsius. Product: NC1=CC=C2C3=C(C=NC2=C1C(=O)OC)OC=C3 (methyl 7-aminofuro[2,3-c]quinoline-6-carboxylate). Yield: 85.3%. Reaction SMILES: Br[C:2]1[C:3]([NH2:13])=[C:4]([C:9]([NH2:12])=[CH:10][CH:11]=1)[C:5]([O:7][CH3:8])=[O:6].[CH:14]([C:16]1[O:17][CH:18]=[CH:19][C:20]=1B1OC(C)(C)C(C)(C)O1)=O.F[B-](F)(F)F.C([PH+](C(C)(C)C)C(C)(C)C)(C)(C)C.C(=O)([O-])[O-].[Cs+].[Cs+]>O1CCOCC1.O.C1C=CC(/C=C/C(/C=C/C2C=CC=CC=2)=O)=CC=1.C1C=CC(/C=C/C(/C=C/C2C=CC=CC=2)=O)=CC=1.C1C=CC(/C=C/C(/C=C/C2C=CC=CC=2)=O)=CC=1.[Pd].[Pd]>[NH2:12][C:9]1[C:4]([C:5]([O:7][CH3:8])=[O:6])=[C:3]2[C:2]([C:20]3[CH:19]=[CH:18][O:17][C:16]=3[CH:14]=[N:13]2)=[CH:11][CH:10]=1 |f:2.3,4.5.6,9.10.11.12.13|. Procedure details: A mixture of methyl 3-bromo-2,6-diaminobenzoate (Intermediate 25, 1.34 g), 2-formylfuran-3-boronic acid pinacol ester (1.46 g), tri-tert-butylphosphonium tetrafluoroborate (0.305 g), cesium carbonate (5.15 g) and tris-(dibenzylideneacetone)dipalladium (0.49 g) in a mixture of dioxane (80 mL) and water (30 mL) was degassed and purged with argon then heated at 60° C. for 1 hour. After cooling, the mixture was filtered through Celite and the pad was washed thoroughly with ethyl acetate. The filtrat...